From a dataset of the Open Reaction Database (ORD), a public repository of structured organic reaction records. describe an organic reaction: reactants, conditions, products, and yield Yields the product COc1ccc(CN(Cc2ccc(OC)cc2)c2nc(C)nc(-c3ccncc3Nc3ccc(OC)nc3)n2)cc1. Starting materials: CC(C)(C)[O-], [Cl-], COc1ccc(CN(Cc2ccc(OC)cc2)c2nc(C)nc(-c3ccncc3Cl)n2)cc1, COc1ccc(N)cn1, [NH4+], [Na+], C1COCCO1. Reaction SMILES: [CH3:43][C:44]([O-:45])([CH3:46])[CH3:47].[Cl-:55].[Cl:1][c:2]1[cH:3][n:4][cH:5][cH:6][c:7]1-[c:8]1[n:9][c:10]([N:15]([CH2:16][c:17]2[cH:18][cH:19][c:20]([O:23][CH3:24])[cH:21][cH:22]2)[CH2:25][c:26]2[cH:27][cH:28][c:29]([O:32][CH3:33])[cH:30][cH:31]2)[n:11][c:12]([CH3:14])[n:13]1.[NH2:34][c:35]1[cH:36][cH:37][c:38]([O:41][CH3:42])[n:39][cH:40]1.[NH4+:56].[Na+:48].[O:49]1[CH2:50][CH2:51][O:52][CH2:53][CH2:54]1>>[c:2]1([NH:34][c:35]2[cH:36][cH:37][c:38]([O:41][CH3:42])[n:39][cH:40]2)[cH:3][n:4][cH:5][cH:6][c:7]1-[c:8]1[n:9][c:10]([N:15]([CH2:16][c:17]2[cH:18][cH:19][c:20]([O:23][CH3:24])[cH:21][cH:22]2)[CH2:25][c:26]2[cH:27][cH:28][c:29]([O:32][CH3:33])[cH:30][cH:31]2)[n:11][c:12]([CH3:14])[n:13]1. Reactants: BrCCCCCCC1=CC(=C(C=C1)OCC1=CC=CC=C1)OCC1=CC=CC=C1 (1-(6-bromohexyl)-3,4-bis(phenylmethoxy)benzene), C(C)OC([C@H](C1=CC2=CC=C(C=C2C=C1)O)C)=O ((S)-alpha-methyl-6-hydroxy-2-naphthaleneacetic acid ethyl ester), [I-].[Na+] (sodium iodide), C([O-])([O-])=O.[K+].[K+] (potassium carbonate). The solvent is CC(=O)C (acetone), CN(C=O)C (dimethylformamide). Product: C(C)OC([C@H](C1=CC2=CC=C(C=C2C=C1)OCCCCCCC1=CC(=C(C=C1)OCC1=CC=CC=C1)OCC1=CC=CC=C1)C)=O ((S)-alpha-methyl-6-[6-[3,4-bis(phenylmethoxy)-phenyl]hexyloxy]-2-naphthaleneacetic acid ethyl ester). The yield is 87.0%. As a reaction SMILES: Br[CH2:2][CH2:3][CH2:4][CH2:5][CH2:6][CH2:7][C:8]1[CH:13]=[CH:12][C:11]([O:14][CH2:15][C:16]2[CH:21]=[CH:20][CH:19]=[CH:18][CH:17]=2)=[C:10]([O:22][CH2:23][C:24]2[CH:29]=[CH:28][CH:27]=[CH:26][CH:25]=2)[CH:9]=1.[CH2:30]([O:32][C:33](=[O:47])[C@@H:34]([CH3:46])[C:35]1[CH:44]=[CH:43][C:42]2[C:37](=[CH:38][CH:39]=[C:40]([OH:45])[CH:41]=2)[CH:36]=1)[CH3:31].[I-].[Na+].C(=O)([O-])[O-].[K+].[K+]>CC(C)=O.CN(C)C=O>[CH2:30]([O:32][C:33](=[O:47])[C@@H:34]([CH3:46])[C:35]1[CH:44]=[CH:43][C:42]2[C:37](=[CH:38][CH:39]=[C:40]([O:45][CH2:2][CH2:3][CH2:4][CH2:5][CH2:6][CH2:7][C:8]3[CH:13]=[CH:12][C:11]([O:14][CH2:15][C:16]4[CH:21]=[CH:20][CH:19]=[CH:18][CH:17]=4)=[C:10]([O:22][CH2:23][C:24]4[CH:29]=[CH:28][CH:27]=[CH:26][CH:25]=4)[CH:9]=3)[CH:41]=2)[CH:36]=1)[CH3:31] |f:2.3,4.5.6|. Procedure details: A mixture of 2.2 g (4.86 mmol) of 1-(6-bromohexyl)-3,4-bis(phenylmethoxy)benzene, 1.0 g (4.1 mmol) of (S)-alpha-methyl-6-hydroxy-2-naphthaleneacetic acid ethyl ester, 0.68 g (4.5 mmol) sodium iodide and 2.4 g (17.4 mmol) of potassium carbonate in 50 mL of acetone-50 mL of dimethylformamide was stirred at reflux for 23 hours. The reaction mixture was filtered and the filtrate was concentrated at reduced pressure. The residue was purified by HPLC using 10% ethyl acetate-hexane to give 2.2 g (87% y... Reactants: CCOC(=O)c1c(O)c2cc(Cl)ccc2n(Cc2ccc(OC)cc2)c1=O, CN(C)c1ccncc1, CCN(C(C)C)C(C)C, ClCCl, O=S(=O)(O)C(F)(F)F. The product is CCOC(=O)c1c(OS(=O)(=O)C(F)(F)F)c2cc(Cl)ccc2n(Cc2ccc(OC)cc2)c1=O. RXN SMILES: [CH2:1]([CH3:2])[O:3][C:4](=[O:5])[c:6]1[c:7](=[O:27])[n:8]([CH2:18][c:19]2[cH:20][cH:21][c:22]([O:25][CH3:26])[cH:23][cH:24]2)[c:9]2[cH:10][cH:11][c:12]([Cl:17])[cH:13][c:14]2[c:15]1[OH:16].[CH3:45][N:46]([c:47]1[cH:48][cH:49][n:50][cH:51][cH:52]1)[CH3:53].[CH:28]([N:29]([CH:30]([CH3:31])[CH3:32])[CH2:33][CH3:34])([CH3:35])[CH3:36].[Cl:54][CH2:55][Cl:56].[F:37][C:38]([F:39])([F:40])[S:41](=[O:42])(=[O:43])[OH:44]>>[CH2:1]([CH3:2])[O:3][C:4](=[O:5])[c:6]1[c:7](=[O:27])[n:8]([CH2:18][c:19]2[cH:20][cH:21][c:22]([O:25][CH3:26])[cH:23][cH:24]2)[c:9]2[cH:10][cH:11][c:12]([Cl:17])[cH:13][c:14]2[c:15]1[O:16][S:41]([C:38]([F:37])([F:39])[F:40])(=[O:42])=[O:43]. Reactants: [Ag+2], O=C([O-])[O-], ClCc1ccc(Cl)cc1, O=C1C2=C(CCCC2)C(=O)N1c1cccc(O)n1, c1ccccc1. Yields the product O=C1C2=C(CCCC2)C(=O)N1c1cccc(OCc2ccc(Cl)cc2)n1. As a reaction SMILES: [Ag+2:32].[C:28](=[O:29])([O-:30])[O-:31].[Cl:19][c:20]1[cH:21][cH:22][c:23]([CH2:24][Cl:25])[cH:26][cH:27]1.[OH:1][c:2]1[cH:3][cH:4][cH:5][c:6]([N:8]2[C:9](=[O:18])[C:10]3=[C:11]([C:12]2=[O:13])[CH2:14][CH2:15][CH2:16][CH2:17]3)[n:7]1.[cH:33]1[cH:34][cH:35][cH:36][cH:37][cH:38]1>>[O:1]([c:2]1[cH:3][cH:4][cH:5][c:6]([N:8]2[C:9](=[O:18])[C:10]3=[C:11]([C:12]2=[O:13])[CH2:14][CH2:15][CH2:16][CH2:17]3)[n:7]1)[CH2:24][c:23]1[cH:22][cH:21][c:20]([Cl:19])[cH:27][cH:26]1. Starting materials: C(C=C)(=O)N[C@H]1CN(C[C@H]1NC1=NC2=CC=C(C=C2C=N1)C1=C(C(=CC(=C1Cl)OC)OC)Cl)C(=O)OC(C)(C)C (tert-butyl (3S,4R)-3-acrylamido-4-((6-(2,6-dichloro-3,5-dimethoxyphenyl)quinazolin-2-yl)amino)pyrrolidine-1-carboxylate), C(=O)(C(F)(F)F)O (TFA). Solvent: C(Cl)Cl (DCM). Yields the product ClC1=C(C(=C(C=C1OC)OC)Cl)C=1C=C2C=NC(=NC2=CC1)N[C@H]1[C@H](CNC1)NC(C=C)=O (N-((3S,4R)-4-((6-(2,6-dichloro-3,5-dimethoxyphenyl)quinazolin-2-yl)amino)pyrrolidin-3-yl)acrylamide). Reaction SMILES: [C:1]([NH:5][C@@H:6]1[C@H:10]([NH:11][C:12]2[N:21]=[CH:20][C:19]3[C:14](=[CH:15][CH:16]=[C:17]([C:22]4[C:27]([Cl:28])=[C:26]([O:29][CH3:30])[CH:25]=[C:24]([O:31][CH3:32])[C:23]=4[Cl:33])[CH:18]=3)[N:13]=2)[CH2:9][N:8](C(OC(C)(C)C)=O)[CH2:7]1)(=[O:4])[CH:2]=[CH2:3].C(O)(C(F)(F)F)=O>C(Cl)Cl>[Cl:28][C:27]1[C:26]([O:29][CH3:30])=[CH:25][C:24]([O:31][CH3:32])=[C:23]([Cl:33])[C:22]=1[C:17]1[CH:18]=[C:19]2[C:14](=[CH:15][CH:16]=1)[N:13]=[C:12]([NH:11][C@@H:10]1[CH2:9][NH:8][CH2:7][C@@H:6]1[NH:5][C:1](=[O:4])[CH:2]=[CH2:3])[N:21]=[CH:20]2. Procedure: A solution of tert-butyl (3S,4R)-3-acrylamido-4-((6-(2,6-dichloro-3,5-dimethoxyphenyl)quinazolin-2-yl)amino)pyrrolidine-1-carboxylate (1.26 g, 2.14 mmol) in DCM (8 mL) and TFA (3 mL, 39 mmol) was stirred 3 h at room temperature. The excess solvents were removed under reduced pressure. The yellow oil was dissolved into DCM (˜100 mL) and washed with aqueous saturated sodium bicarbonate solution (˜50 mL). The aqueous layer was then extracted with fresh DCM (3×30 mL). The combined organic layers wer... The reactants are OCc1nc(-c2ccc(F)cc2)oc1-c1ccc(Cl)s1, C1CCOC1. Yields the product O=Cc1nc(-c2ccc(F)cc2)oc1-c1ccc(Cl)s1. Reaction SMILES: [Cl:1][c:2]1[cH:3][cH:4][c:5](-[c:7]2[c:8]([CH2:19][OH:20])[n:9][c:10](-[c:12]3[cH:13][cH:14][c:15]([F:18])[cH:16][cH:17]3)[o:11]2)[s:6]1.[O:21]1[CH2:22][CH2:23][CH2:24][CH2:25]1>>[Cl:1][c:2]1[cH:3][cH:4][c:5](-[c:7]2[c:8]([CH:19]=[O:20])[n:9][c:10](-[c:12]3[cH:13][cH:14][c:15]([F:18])[cH:16][cH:17]3)[o:11]2)[s:6]1. The reactants are OC1=NN(C=C1CC(=O)OC)C (methyl 3-hydroxy-1-methyl-1H-pyrazol-4-ylacetate), ClCC1=CC=C(OCC=2N=C(OC2C)C2=CC=CC=C2)C=C1 (4-(4-chloromethylphenoxymethyl)-5-methyl-2-phenyloxazole), C([O-])([O-])=O.[K+].[K+] (potassium carbonate), CN(C=O)C (N,N-dimethylformamide). Solvent: O (water). Run at temperature 60 celsius, time 6 hour. The product is CN1N=C(C(=C1)CC(=O)OC)OCC1=CC=C(C=C1)OCC=1N=C(OC1C)C1=CC=CC=C1 (methyl 1-methyl-3-[4-(5-methyl-2-phenyl-4-oxazolylmethoxy)benzyloxy]-1H-pyrazol-4-ylacetate). Yield: 59.3%. As a reaction SMILES: [OH:1][C:2]1[C:6]([CH2:7][C:8]([O:10][CH3:11])=[O:9])=[CH:5][N:4]([CH3:12])[N:3]=1.Cl[CH2:14][C:15]1[CH:34]=[CH:33][C:18]([O:19][CH2:20][C:21]2[N:22]=[C:23]([C:27]3[CH:32]=[CH:31][CH:30]=[CH:29][CH:28]=3)[O:24][C:25]=2[CH3:26])=[CH:17][CH:16]=1.C(=O)([O-])[O-].[K+].[K+].CN(C)C=O>O>[CH3:12][N:4]1[CH:5]=[C:6]([CH2:7][C:8]([O:10][CH3:11])=[O:9])[C:2]([O:1][CH2:14][C:15]2[CH:16]=[CH:17][C:18]([O:19][CH2:20][C:21]3[N:22]=[C:23]([C:27]4[CH:32]=[CH:31][CH:30]=[CH:29][CH:28]=4)[O:24][C:25]=3[CH3:26])=[CH:33][CH:34]=2)=[N:3]1 |f:2.3.4|. Reported procedure: A mixture of methyl 3-hydroxy-1-methyl-1H-pyrazol-4-ylacetate (245 mg), 4-(4-chloromethylphenoxymethyl)-5-methyl-2-phenyloxazole (452 mg), potassium carbonate (398 mg) and N,N-dimethylformamide (10 ml) was stirred at 60° C. for 6 hrs. The reaction mixture was poured into water and the mixture was extracted with ethyl acetate. The ethyl acetate layer was washed with saturated brine, dried (MgSO4) and concentrated. The residue was subjected to silica gel column chromatography, and methyl 1-methyl-... Starting materials: COC(=O)C=1N=C(N2C1CN(CC2)C(C[C@@H](CC2=C(C=C(C(=C2)F)F)F)NC(=O)OC(C)(C)C)=O)C(F)(F)F ((R)-7-[3-tert-Butoxycarbonylamino-4-(2,4,5-trifluoro-phenyl)-butyryl]-3-trifluoromethyl-5,6,7,8-tetrahydro-imidazo[1,5-a]pyrazine-1-carboxylic acid methyl ester), Cl (hydrochloric acid). Run in C(C)(=O)OCC (ethyl acetate). The product is Cl.COC(=O)C=1N=C(N2C1CN(CC2)C(C[C@@H](CC2=C(C=C(C(=C2)F)F)F)N)=O)C(F)(F)F ((R)-7-[3-amino-4-(2,4,5-trifluoro-phenyl)-butyryl]-3-trifluoromethyl-5,6,7,8-tetrahydro-imidazo[1,5-a]pyrazine-1-carboxylic acid methyl ester hydrochloride). The yield is 94.3%. As a reaction SMILES: [CH3:1][O:2][C:3]([C:5]1[N:6]=[C:7]([C:36]([F:39])([F:38])[F:37])[N:8]2[CH2:13][CH2:12][N:11]([C:14](=[O:35])[CH2:15][C@H:16]([NH:27]C(OC(C)(C)C)=O)[CH2:17][C:18]3[CH:23]=[C:22]([F:24])[C:21]([F:25])=[CH:20][C:19]=3[F:26])[CH2:10][C:9]=12)=[O:4].[ClH:40]>C(OCC)(=O)C>[ClH:40].[CH3:1][O:2][C:3]([C:5]1[N:6]=[C:7]([C:36]([F:39])([F:37])[F:38])[N:8]2[CH2:13][CH2:12][N:11]([C:14](=[O:35])[CH2:15][C@H:16]([NH2:27])[CH2:17][C:18]3[CH:23]=[C:22]([F:24])[C:21]([F:25])=[CH:20][C:19]=3[F:26])[CH2:10][C:9]=12)=[O:4] |f:3.4|. Procedure: (R)-7-[3-tert-Butoxycarbonylamino-4-(2,4,5-trifluoro-phenyl)-butyryl]-3-trifluoromethyl-5,6,7,8-tetrahydro-imidazo[1,5-a]pyrazine-1-carboxylic acid methyl ester 1n (0.12 g, 2.12 mmol) was added to a solution of 2.2 N hydrochloric acid in 5 mL of ethyl acetate. The reaction mixture was reacted at room temperature for 5 hours and monitored by thin layer chromatography until the disappearance of the starting materials. The reaction mixture was concentrated under reduced pressure to obtain the title...